Dataset: the Open Reaction Database (ORD), a public repository of structured organic reaction records. Task: describe an organic reaction: reactants, conditions, products, and yield The reactants are C(=NC1CCCCC1)=NC1CCCCC1, ClCCCl, CC(C)(C(=O)O)c1cc(C(F)(F)F)cc(C(F)(F)F)c1, Nc1ccc(Cl)cc1C(=O)c1ccccc1. Product: CN(C(=O)C(C)(C)c1cc(C(F)(F)F)cc(C(F)(F)F)c1)c1ccc(Cl)cc1C(=O)c1ccccc1. RXN SMILES: [CH:37]1([N:38]=[C:39]=[N:40][CH:41]2[CH2:42][CH2:43][CH2:44][CH2:45][CH2:46]2)[CH2:47][CH2:48][CH2:49][CH2:50][CH2:51]1.[Cl:52][CH2:53][CH2:54][Cl:55].[F:17][C:18]([c:19]1[cH:20][c:21]([C:29]([C:30](=[O:31])[OH:32])([CH3:33])[CH3:34])[cH:22][c:23]([C:25]([F:26])([F:27])[F:28])[cH:24]1)([F:35])[F:36].[NH2:1][c:2]1[c:3]([C:4](=[O:5])[c:6]2[cH:7][cH:8][cH:9][cH:10][cH:11]2)[cH:12][c:13]([Cl:16])[cH:14][cH:15]1>>[N:1]([c:2]1[c:3]([C:4](=[O:5])[c:6]2[cH:7][cH:8][cH:9][cH:10][cH:11]2)[cH:12][c:13]([Cl:16])[cH:14][cH:15]1)([C:30]([C:29]([c:21]1[cH:20][c:19]([C:18]([F:17])([F:35])[F:36])[cH:24][c:23]([C:25]([F:26])([F:27])[F:28])[cH:22]1)([CH3:33])[CH3:34])=[O:31])[CH3:37]. Reactants: CO (methanol), N1=CC=CC=C1 (Pyridine), P(Cl)(Cl)(Cl)(Cl)Cl (phosphorus pentachloride), CC1S[C@H]2N(C(=C1)C(=O)OCC(Cl)(Cl)Cl)C(C2NC(CC2=CC=CC=C2)=O)=O (2,2,2-trichloroethyl 2-methyl-7-(2-phenylacetamido)-3-cephem-4-carboxylate). Run in ClCCl (dichloromethane). Yields the product Cl.CC1S[C@H]2N(C(=C1)C(=O)OCC(Cl)(Cl)Cl)C(C2N)=O (2,2,2-trichloroethyl 2-methyl-7-amino-3-cephem-4-carboxylate hydrochloride). RXN SMILES: N1C=CC=CC=1.P(Cl)(Cl)(Cl)(Cl)[Cl:8].[CH3:13][CH:14]1[CH:19]=[C:18]([C:20]([O:22][CH2:23][C:24]([Cl:27])([Cl:26])[Cl:25])=[O:21])[N:17]2[C:28](=[O:40])[CH:29]([NH:30]C(=O)CC3C=CC=CC=3)[C@H:16]2[S:15]1.CO>ClCCl>[ClH:8].[CH3:13][CH:14]1[CH:19]=[C:18]([C:20]([O:22][CH2:23][C:24]([Cl:27])([Cl:25])[Cl:26])=[O:21])[N:17]2[C:28](=[O:40])[CH:29]([NH2:30])[C@H:16]2[S:15]1 |f:5.6|. Procedure: Pyridine (0.55 g.) and phosphorus pentachloride (1.43 g.) were added in turn under cooling at -5° to -10° C. to a suspension of 2,2,2-trichloroethyl 2-methyl-7-(2-phenylacetamido)-3-cephem-4-carboxylate (2.14) in dried dichloromethane (20 ml.), and the mixture was stirred. After dissolution of the starting material, the reaction temperature was elevated to at room temperature, and stirred for 4 hours. To this solution was dropwise added absolute methanol (1.47 g.) under cooling at -10° to -15° C...